The task is: describe an organic reaction: reactants, conditions, products, and yield. This data is from the Open Reaction Database (ORD), a public repository of structured organic reaction records. The reactants are FC1=CC=C(C=C1)S(=O)(=O)Cl (4-fluorobenzenesulfonyl chloride), C[Si](N[Si](C)(C)C)(C)C (Hexamethyldisilazane). Run at temperature 115 celsius. The product is C[Si](NS(=O)(=O)C1=CC=C(C=C1)F)(C)C (N-Trimethylsilyl 4-Fluorobenzenesulfonamide). As a reaction SMILES: [F:1][C:2]1[CH:7]=[CH:6][C:5]([S:8](Cl)(=[O:10])=[O:9])=[CH:4][CH:3]=1.[CH3:12][Si:13]([CH3:20])([CH3:19])[NH:14][Si](C)(C)C>>[CH3:12][Si:13]([CH3:20])([CH3:19])[NH:14][S:8]([C:5]1[CH:6]=[CH:7][C:2]([F:1])=[CH:3][CH:4]=1)(=[O:10])=[O:9]. Reported procedure: A glass reactor equipped with a stirrer, reflux condenser and gas inlet was charged with solid 4-fluorobenzenesulfonyl chloride (0.250 mol, 49.65 g). Hexamethyldisilazane (0.263 mol, 56.6 ml) was added to the reactor and the mixture was gradually heated with stirring to a temperature of 115° C., at which time it became clear. The mixture was then heated at the boiling point for 21 hours. Analysis of the mixture by 1H NMR indicated that the reaction was about 50% complete. Volatile materials were... Starting materials: COC(=O)C1CC(OS(C)(=O)=O)CN1C(=O)OC(C)(C)C, [N-]=[N+]=[N-], [Na+], CN(C)C=O. The product is COC(=O)C1CC(N)CN1C(=O)OC(C)(C)C. RXN SMILES: [C:1](=[O:2])([O:3][C:4]([CH3:5])([CH3:6])[CH3:7])[N:8]1[CH:9]([C:18](=[O:19])[O:20][CH3:21])[CH2:10][CH:11]([O:13][S:14]([CH3:15])(=[O:16])=[O:17])[CH2:12]1.[N-:22]=[N+:23]=[N-:24].[Na+:25].[O:26]=[CH:27][N:28]([CH3:29])[CH3:30]>>[C:1](=[O:2])([O:3][C:4]([CH3:5])([CH3:6])[CH3:7])[N:8]1[CH:9]([C:18](=[O:19])[O:20][CH3:21])[CH2:10][CH:11]([NH2:22])[CH2:12]1. Reactants: Cl, N#Cc1cc(F)c(F)c(F)c1, [H-], [Na+], CN(C)C=O, OCc1ccccc1. The product is N#Cc1cc(F)c(OCc2ccccc2)c(F)c1. RXN SMILES: [ClH:22].[F:1][c:2]1[cH:3][c:4]([C:5]#[N:6])[cH:7][c:8]([F:11])[c:9]1[F:10].[H-:20].[Na+:21].[O:23]=[CH:24][N:25]([CH3:26])[CH3:27].[OH:12][CH2:13][c:14]1[cH:15][cH:16][cH:17][cH:18][cH:19]1>>[F:1][c:2]1[cH:3][c:4]([C:5]#[N:6])[cH:7][c:8]([F:11])[c:9]1[O:12][CH2:13][c:14]1[cH:15][cH:16][cH:17][cH:18][cH:19]1.